This data is from the Open Reaction Database (ORD), a public repository of structured organic reaction records. The task is: describe an organic reaction: reactants, conditions, products, and yield The reactants are N1=CC(=CC=C1)C1=CC=C(S1)C(=O)O (5-pyridin-3-yl-thiophene-2-carboxylic acid), CCN(C(C)C)C(C)C (Hunig's Base), CN(C)C(=[N+](C)C)ON1C2=C(C=CC=C2)N=N1.[B-](F)(F)(F)F (TBTU), Cl.Cl.NCC=1C=C(C(=O)NC2=CC=C3CCN(CC3=C2)C)C=CC1 (3-aminomethyl-N-(2-methyl-1,2,3,4-tetrahydro-isoquinolin-7-yl)-benzamide dihydrochloride). Solvent: CN(C)C=O (DMF). Reaction conditions: time 20 minute. The product is CN1CC2=CC(=CC=C2CC1)NC(=O)C=1C=C(CNC(=O)C=2SC(=CC2)C=2C=NC=CC2)C=CC1 (5-pyridin-3-yl-thiophene-2-carboxylic acid 3-(2-methyl-1,2,3,4-tetrahydro-isoquinolin-7-ylcarbamoyl)-benzylamide). The yield is 87.0%. As a reaction SMILES: [N:1]1[CH:6]=[CH:5][CH:4]=[C:3]([C:7]2[S:11][C:10]([C:12]([OH:14])=O)=[CH:9][CH:8]=2)[CH:2]=1.CCN(C(C)C)C(C)C.CN(C(ON1N=NC2C=CC=CC1=2)=[N+](C)C)C.[B-](F)(F)(F)F.Cl.Cl.[NH2:48][CH2:49][C:50]1[CH:51]=[C:52]([CH:67]=[CH:68][CH:69]=1)[C:53]([NH:55][C:56]1[CH:65]=[C:64]2[C:59]([CH2:60][CH2:61][N:62]([CH3:66])[CH2:63]2)=[CH:58][CH:57]=1)=[O:54]>CN(C=O)C>[CH3:66][N:62]1[CH2:61][CH2:60][C:59]2[C:64](=[CH:65][C:56]([NH:55][C:53]([C:52]3[CH:51]=[C:50]([CH:69]=[CH:68][CH:67]=3)[CH2:49][NH:48][C:12]([C:10]3[S:11][C:7]([C:3]4[CH:2]=[N:1][CH:6]=[CH:5][CH:4]=4)=[CH:8][CH:9]=3)=[O:14])=[O:54])=[CH:57][CH:58]=2)[CH2:63]1 |f:2.3,4.5.6|. Procedure: To a solution of 5-pyridin-3-yl-thiophene-2-carboxylic acid (31 mg, 0.15 mmol) in DMF (1 mL) add Hunig's Base (0.10 mL, 0.54 mmol) and TBTU (52 mg, 0.16 mmol) and stir at rt for 20 min. To this add 3-aminomethyl-N-(2-methyl-1,2,3,4-tetrahydro-isoquinolin-7-yl)-benzamide dihydrochloride (50 mg, 0.1 mmol) and stir the solution for 18 h at rt. Concentrate the solution and purify the residue by prep-HPLC (10% to 90%, CH3CN/H2O) to provide the desired product 5-pyridin-3-yl-thiophene-2-carboxylic aci... The reactants are O.O.O.C(C)(=O)[O-].[Na+] (sodium acetate trihydrate), Cl.NO (hydroxylamine hydrochloride), BrC1=CC=2C(C3N(CC2C=C1)C(CC3)=O)=O (8-bromo-1,10a-dihydropyrrolo[1,2-b]isoquinoline-3,10[2H,5H]-dione). Run in O (water), O (water), C(C)O (ethanol). Yields the product BrC1=CC=2C(C3N(CC2C=C1)C(CC3)=NO)=O (8-Bromo-1,10a-dihydropyrrolo[1,2-b]isoquinoline-3,10-[2H,5H]-dione oxime). RXN SMILES: [Br:1][C:2]1[CH:11]=[CH:10][C:9]2[CH2:8][N:7]3[C:12](=O)[CH2:13][CH2:14][CH:6]3[C:5](=[O:16])[C:4]=2[CH:3]=1.[OH2:17].O.O.C([O-])(=O)C.[Na+].Cl.[NH2:26]O>C(O)C.O>[Br:1][C:2]1[CH:11]=[CH:10][C:9]2[CH2:8][N:7]3[C:12](=[N:26][OH:17])[CH2:13][CH2:14][CH:6]3[C:5](=[O:16])[C:4]=2[CH:3]=1 |f:1.2.3.4.5,6.7|. Procedure details: A suspension of 88.31 g of 8-bromo-1,10a-dihydropyrrolo[1,2-b]isoquinoline-3,10[2H,5H]-dione in 95% ethanol (550 ml) was treated with a premixed solution of 85.73 g of sodium acetate trihydrate in water (300 ml) and 43.78 g of hydroxylamine hydrochloride in water (300 ml). The solution was refluxed for 2 hours. The reaction mixture was then cooled to room temperature at which time a precipitate began to separate from the mixture. The precipitate was isolated by vacuum filtration. The product is C(C1=CC=CC=C1)(=O)C1=C(C=CC(=C1)Cl)C=CC#N (3-(2-Benzoyl-4-chlorophenyl)-2-propenenitrile). Reaction SMILES: [CH2:1]([C:8]1[CH:13]=[C:12]([Cl:14])[CH:11]=[CH:10][C:9]=1[CH:15]=[CH:16][C:17]#[N:18])[C:2]1[CH:7]=[CH:6][CH:5]=[CH:4][CH:3]=1.C(Cl)Cl.C(O)(=[O:24])C.C(O)C>O.[O-2].[O-2].[O-2].[Cr+6]>[C:1]([C:8]1[CH:13]=[C:12]([Cl:14])[CH:11]=[CH:10][C:9]=1[CH:15]=[CH:16][C:17]#[N:18])(=[O:24])[C:2]1[CH:3]=[CH:4][CH:5]=[CH:6][CH:7]=1 |f:5.6.7.8|. The reagents and catalysts are [O-2].[O-2].[O-2].[Cr+6] (chromium trioxide), [O-2].[O-2].[O-2].[Cr+6] (chromium trioxide). Run at time 8 hour. Reactants: C(C)O (ethanol), C(C1=CC=CC=C1)C1=C(C=CC(=C1)Cl)C=CC#N (3-[2-benzyl-4-chlorophenyl]-2-propenenitrile), C(Cl)Cl (methylene chloride), C(C)(=O)O (acetic acid). Procedure: A mixture of 28.8 g (0.14 mol) of 3-[2-benzyl-4-chlorophenyl]-2-propenenitrile, 50 g (0.5 mol) of chromium trioxide, 100 ml of methylene chloride, and 300 ml of acetic acid was stirred at room temperature overnight. The excess chromium trioxide was discharged by the slow addition of 30 ml of ethanol. The mixture was diluted with 800 ml of water and extracted with 500 ml of ether. The ether solution was washed with water, saturated aqueous sodium bicarbonate, and saturated aqueous sodium chloride... Run in O (water). Starting materials: Clc1ncnc2c1CN(Cc1ccccc1)CC2, Nc1ccc(C(F)(F)F)cc1, I, C1COCCO1, O. Product: FC(F)(F)c1ccc(Nc2ncnc3c2CN(Cc2ccccc2)CC3)cc1. Reaction SMILES: [CH2:1]([c:2]1[cH:3][cH:4][cH:5][cH:6][cH:7]1)[N:8]1[CH2:9][c:10]2[c:11]([n:12][cH:13][n:14][c:15]2[Cl:16])[CH2:17][CH2:18]1.[F:19][C:20]([c:21]1[cH:22][cH:23][c:24]([NH2:25])[cH:26][cH:27]1)([F:28])[F:29].[IH:30].[O:32]1[CH2:33][CH2:34][O:35][CH2:36][CH2:37]1.[OH2:31]>>[CH2:1]([c:2]1[cH:3][cH:4][cH:5][cH:6][cH:7]1)[N:8]1[CH2:9][c:10]2[c:11]([n:12][cH:13][n:14][c:15]2[NH:25][c:24]2[cH:23][cH:22][c:21]([C:20]([F:19])([F:28])[F:29])[cH:27][cH:26]2)[CH2:17][CH2:18]1. The reactants are O (Water), [Si](C1=CC=CC=C1)(C1=CC=CC=C1)(C(C)(C)C)OCC1=C(C(=CC=C1C)NC(CN1C(C=2C(C1=O)=CC=CC2)=O)=O)C (1-(tert-butyldiphenylsilyloxymethyl)-2,6-dimethyl-3-(phthalimidoacetylamino)benzene), [H-].[Na+] (sodium hydride), CI (methyl iodide). Solvent: C(C)(=O)OCC (ethyl acetate), CN(C=O)C (N,N-dimethylformamide). Reaction conditions: time 2 hour. The product is [Si](C1=CC=CC=C1)(C1=CC=CC=C1)(C(C)(C)C)OCC1=C(C(=CC=C1C)N(C(CN1C(C=2C(C1=O)=CC=CC2)=O)=O)C)C (l-(tert-butyldiphenylsilyloxymethyl)-2,6-dimethyl-3-[N-methyl-N-(phthalimidoacetyl)amino]benzene). Isolated yield 47.9%. RXN SMILES: [Si:1]([O:18][CH2:19][C:20]1[C:25]([CH3:26])=[CH:24][CH:23]=[C:22]([NH:27][C:28](=[O:41])[CH2:29][N:30]2[C:34](=[O:35])[C:33]3=[CH:36][CH:37]=[CH:38][CH:39]=[C:32]3[C:31]2=[O:40])[C:21]=1[CH3:42])([C:14]([CH3:17])([CH3:16])[CH3:15])([C:8]1[CH:13]=[CH:12][CH:11]=[CH:10][CH:9]=1)[C:2]1[CH:7]=[CH:6][CH:5]=[CH:4][CH:3]=1.[H-].[Na+].[CH3:45]I.O>CN(C)C=O.C(OCC)(=O)C>[Si:1]([O:18][CH2:19][C:20]1[C:25]([CH3:26])=[CH:24][CH:23]=[C:22]([N:27]([CH3:45])[C:28](=[O:41])[CH2:29][N:30]2[C:34](=[O:35])[C:33]3=[CH:36][CH:37]=[CH:38][CH:39]=[C:32]3[C:31]2=[O:40])[C:21]=1[CH3:42])([C:14]([CH3:16])([CH3:15])[CH3:17])([C:8]1[CH:13]=[CH:12][CH:11]=[CH:10][CH:9]=1)[C:2]1[CH:3]=[CH:4][CH:5]=[CH:6][CH:7]=1 |f:1.2|. Reported procedure: To a suspension of 1-(tert-butyldiphenylsilyloxymethyl)-2,6-dimethyl-3-(phthalimidoacetylamino)benzene (57.4 g) and sodium hydride (4.78 g) in N,N-dimethylformamide (287 ml) was dropwise added methyl iodide (15.5 g) under ice-cooling, and the mixture was stirred for 15 minutes at the same temperature and for 2 hours at ambient temperature. Water and ethyl acetate were added thereto, and the resulting precipitate was collected by filtration and washed with water and ethyl acetate to give l-(tert-...